From a dataset of the Open Reaction Database (ORD), a public repository of structured organic reaction records. describe an organic reaction: reactants, conditions, products, and yield Yield: 12.0%. Run in C1CCOC1 (THF), CN(C)C=O (DMF). Procedure details: Phosgene (0.5 ml, 20% solution in toluene) was added in one portion to a stirred solution of 2-chlorobenzyl alcohol (0.1 g, 0.7 mmol) in THF (2 ml) and the resulting mixture was stirred at room temperature under a nitrogen atmosphere for 3 hours. After this time the reaction mixture was concentrated under vacuum and the resulting residue was diluted with DMF (2 ml) and added drop wise to a stirred solution of N-[4-(piperazine-1-sulfonyl)-phenyl]-acrylamide (0.16 g, 0.54 mmol) and diisopropylethy... Reaction conditions: time 3 hour. Product: ClC1=C(COC(=O)N2CCN(CC2)S(=O)(=O)C2=CC=C(C=C2)NC(C=C)=O)C=CC=C1 (4-(4-Acryloylamino-benzenesulfonyl)-piperazine-1-carboxylic acid 2-chloro-benzyl ester). Reaction SMILES: [C:1](Cl)(Cl)=[O:2].[Cl:5][C:6]1[CH:13]=[CH:12][CH:11]=[CH:10][C:7]=1[CH2:8][OH:9].[N:14]1([S:20]([C:23]2[CH:28]=[CH:27][C:26]([NH:29][C:30](=[O:33])[CH:31]=[CH2:32])=[CH:25][CH:24]=2)(=[O:22])=[O:21])[CH2:19][CH2:18][NH:17][CH2:16][CH2:15]1.C(N(C(C)C)CC)(C)C>C1COCC1.CN(C=O)C>[Cl:5][C:6]1[CH:13]=[CH:12][CH:11]=[CH:10][C:7]=1[CH2:8][O:9][C:1]([N:17]1[CH2:16][CH2:15][N:14]([S:20]([C:23]2[CH:24]=[CH:25][C:26]([NH:29][C:30](=[O:33])[CH:31]=[CH2:32])=[CH:27][CH:28]=2)(=[O:21])=[O:22])[CH2:19][CH2:18]1)=[O:2]. Starting materials: C(=O)(Cl)Cl (Phosgene), ClC1=C(CO)C=CC=C1 (2-chlorobenzyl alcohol), N1(CCNCC1)S(=O)(=O)C1=CC=C(C=C1)NC(C=C)=O (N-[4-(piperazine-1-sulfonyl)-phenyl]-acrylamide), C(C)(C)N(CC)C(C)C (diisopropylethylamine). Starting materials: C(C(=O)OCC)(=O)OCC (diethyl oxalate), C(C1=CC=CC=C1)OCC(=O)OCC (ethyl benzyloxyacetate), [H-].[Na+] (sodium hydride), Br.C(CCC)N1C(=NCC1)N (1-butyl-4,5-dihydro-1H-imidazol-2-amine hydrobromide), intermediate 1. Product: C(C1=CC=CC=C1)OC1=C(N=C2N(C1=O)CCN2CCCC)C(=O)OCC (Ethyl 6-(benzyloxy)-1-butyl-5-oxo-1,2,3,5-tetrahydroimidazo[1,2-a]pyrimidine-7-carboxylate). Isolated yield 38.2%. RXN SMILES: [C:1]([O:8][CH2:9][CH3:10])(=[O:7])[C:2](OCC)=O.[CH2:11]([O:18][CH2:19][C:20]([O:22]CC)=O)[C:12]1[CH:17]=[CH:16][CH:15]=[CH:14][CH:13]=1.[H-].[Na+].Br.[CH2:28]([N:32]1[CH2:36][CH2:35][N:34]=[C:33]1[NH2:37])[CH2:29][CH2:30][CH3:31]>>[CH2:11]([O:18][C:19]1[C:20](=[O:22])[N:34]2[CH2:35][CH2:36][N:32]([CH2:28][CH2:29][CH2:30][CH3:31])[C:33]2=[N:37][C:2]=1[C:1]([O:8][CH2:9][CH3:10])=[O:7])[C:12]1[CH:13]=[CH:14][CH:15]=[CH:16][CH:17]=1 |f:2.3,4.5|. Procedure: Reaction of the adduct of diethyl oxalate (5.71 g, 39.1 mmol), ethyl benzyloxyacetate (7.59 g, 39.1 mmol) and sodium hydride (1.71 g of a 60% dispersion in mineral oil, 42.7 mmol) with 1-butyl-4,5-dihydro-1H-imidazol-2-amine hydrobromide (8.68 g, 39.1 mmol) as described for intermediate 1 gave 5.55 g (38% yield) of the title ester as a clear oil. 1HNMR 400 MHz (CDCl3) δ (ppm): 0.98 (3H, t, J=7.5 Hz, CH3), 1.31 (3H, t, J=7.1 Hz, CH3), 1.39 (2H, m, CH2), 1.56-1.63 (2H, m, CH2), 3.41 (2H, t, J=7.4 ... The reactants are C(CC)[C@@H]1CC[C@H](CC1)C1CCC2(CC1)C(C1(CCC(CC1)[C@@H]1CC[C@H](CC1)CCC)C2=O)=O (3,11-bis(trans-4-n-propylcyclohexyl)-dispiro[5.1.5.1]tetradecane-7,14-dione), P(Cl)(Cl)(Cl)(Cl)Cl (phosphorus pentachloride). Run in C(Cl)(Cl)(Cl)Cl (carbon tetrachloride). Yields the product CCCCCCC(CCCCCCC)=O (tetradecan-7-one). Reaction SMILES: C([C@H]1CC[C@H:7]([CH:10]2CC[C:13]3([C:32](=[O:33])[C:17]4(CC[CH:20]([C@H:23]5CC[C@H](CCC)[CH2:25][CH2:24]5)[CH2:19][CH2:18]4)C3=O)[CH2:12][CH2:11]2)[CH2:6]C1)CC.P(Cl)(Cl)(Cl)(Cl)Cl>C(Cl)(Cl)(Cl)Cl>[CH3:6][CH2:7][CH2:10][CH2:11][CH2:12][CH2:13][C:32](=[O:33])[CH2:17][CH2:18][CH2:19][CH2:20][CH2:23][CH2:24][CH3:25]. Reported procedure: 1 mmol of 3,11-bis(trans-4-propylcyclohexyl)dispiro-[5.1.5.1]tetradecane-7,14-dione (obtainable according to Example 1) are stirred with 210 mg (1 mmol) of phosphorus pentachloride in 30 ml of carbon tetrachloride for 48 hours at room temperature. After pouring onto ice-water, the organic phase is worked up. After chromatographic purification, 3,11-bis(trans-4-propylcyclohexyl)-14,14-dichlorodispiro[5.1.5.1.]tetradecan-7-one is obtained, m.p. 159°, c.p. 266.7°-270.1°. Reactants: CCN=C=NCCCN(C)C, C1COCCN1, ClCCl, Cl, CS(=O)(=O)c1ccc(-n2nc(C(=O)O)cc2-c2ccc(-c3ccco3)cc2)cc1F. Reaction SMILES: [CH2:32]([N:33]=[C:34]=[N:35][CH2:36][CH2:37][CH2:38][N:39]([CH3:40])[CH3:41])[CH3:42].[CH2:43]1[CH2:44][O:45][CH2:46][CH2:47][NH:48]1.[CH2:49]([Cl:50])[Cl:51].[ClH:31].[F:1][c:2]1[cH:3][c:4](-[n:12]2[n:13][c:14]([C:28](=[O:29])[OH:30])[cH:15][c:16]2-[c:17]2[cH:18][cH:19][c:20](-[c:23]3[o:24][cH:25][cH:26][cH:27]3)[cH:21][cH:22]2)[cH:5][cH:6][c:7]1[S:8](=[O:9])(=[O:10])[CH3:11]>>[F:1][c:2]1[cH:3][c:4](-[n:12]2[n:13][c:14]([C:28](=[O:29])[N:48]3[CH2:43][CH2:44][O:45][CH2:46][CH2:47]3)[cH:15][c:16]2-[c:17]2[cH:18][cH:19][c:20](-[c:23]3[o:24][cH:25][cH:26][cH:27]3)[cH:21][cH:22]2)[cH:5][cH:6][c:7]1[S:8](=[O:9])(=[O:10])[CH3:11]. The product is CS(=O)(=O)c1ccc(-n2nc(C(=O)N3CCOCC3)cc2-c2ccc(-c3ccco3)cc2)cc1F. Reactants: CN1CC2=C(N(C=3C=CC(=CC23)C)CC(O)C2=CC=NC=C2)CC1 (2-(2,8-dimethyl-1,2,3,4-tetrahydro-pyrido[4,3-b]indol-5-yl)-1-pyridin-4-yl-ethanol), [H-].[Na+] (sodium hydride), CN(C(=O)Cl)C (N,N-dimethyl carbamoyl chloride), ice water. The solvent is CN(C)C=O (DMF), CN(C)C=O (DMF). Conditions: time 20 minute. The product is CN1CC2=C(N(C=3C=CC(=CC23)C)CC(C2=CC=NC=C2)OC(N(C)C)=O)CC1 (N,N-dimethyl-carbamic acid 2-(2,8-dimethyl-1,2,3,4-tetrahydro-pyrido[4,3-b]indol-5-yl)-1-pyridin-4-yl-ethyl ester). The yield is 2.8%. As a reaction SMILES: [CH3:1][N:2]1[CH2:24][CH2:23][C:5]2[N:6]([CH2:14][CH:15]([C:17]3[CH:22]=[CH:21][N:20]=[CH:19][CH:18]=3)[OH:16])[C:7]3[CH:8]=[CH:9][C:10]([CH3:13])=[CH:11][C:12]=3[C:4]=2[CH2:3]1.[H-].[Na+].[CH3:27][N:28]([CH3:32])[C:29](Cl)=[O:30]>CN(C=O)C>[CH3:1][N:2]1[CH2:24][CH2:23][C:5]2[N:6]([CH2:14][CH:15]([O:16][C:29](=[O:30])[N:28]([CH3:32])[CH3:27])[C:17]3[CH:18]=[CH:19][N:20]=[CH:21][CH:22]=3)[C:7]3[CH:8]=[CH:9][C:10]([CH3:13])=[CH:11][C:12]=3[C:4]=2[CH2:3]1 |f:1.2|. Procedure: To a solution of 2-(2,8-dimethyl-1,2,3,4-tetrahydro-pyrido[4,3-b]indol-5-yl)-1-pyridin-4-yl-ethanol (2.0 g, 9.04 mmol) in DMF (20 mL) was added sodium hydride (1.0 g, 25 mmol). After stirring at RT for 20 min, a solution of N,N-dimethyl carbamoyl chloride (1.9 g, 17.7 mmol) in DMF (5 mL) was added dropwise into the reaction mixture, which was stirred at RT for 1 h. The progress of reaction was monitored by TLC and LCMS. The reaction mixture was poured into ice water (400 mL) and extracted with E... Reactants: ClC1=NC(=CC(=N1)C(=O)OC)Cl (Methyl 2,6-dichloropyrimidine-4-carboxylate), [O-]CC.[Na+] (sodium ethoxide). Run in CO (methanol). Reaction conditions: time 16 hour. Yields the product ClC1=NC(=CC(=N1)C(=O)OC)OC (Methyl 2-chloro-6-methoxypyrimidine-4-carboxylate). Yield: 24.0%. As a reaction SMILES: [Cl:1][C:2]1[N:7]=[C:6]([C:8]([O:10][CH3:11])=[O:9])[CH:5]=[C:4](Cl)[N:3]=1.[O-:13][CH2:14]C.[Na+]>CO>[Cl:1][C:2]1[N:7]=[C:6]([C:8]([O:10][CH3:11])=[O:9])[CH:5]=[C:4]([O:13][CH3:14])[N:3]=1 |f:1.2|. Procedure: Methyl 2,6-dichloropyrimidine-4-carboxylate (10 g) (M. Winn et. al., J.Med.Chem. 36 (18), (1993), 2676-2688) in methanol (100 ml) was treated with sodium ethoxide (3 g) and left for 16 hours. Methanol was evaporated and the residue partitioned between dichloromethane and saturated aqueous NaHCO3. The organic was washed with brine, dried and evaporated to give the title compound (24%). NMR δ(CDCl3) 4.00(3H, s), 4.07(3H, s), 7.37(1H, s). (b) Sodium 2-chloro-6-methoxypyrimidine-4-carboxylate Starting materials: C(C)(C)NC(C)C (diisopropylamine), C(CCC)[Li] (n-butyllithium), C(C)(C)I (isopropyl iodide), C1(=CC=CC=C1)C(=CCC(=O)O)C (4-phenyl-3-pentenoic acid). Run in C1CCOC1 (THF), CCCCCC (hexane), O (water), C1CCOC1 (THF). Run at time 1.5 hour. Product: C(C)(C)C(C(=O)O)C=C(C)C1=CC=CC=C1 (2-isopropyl-4-phenyl-3-pentenoic acid). Reaction SMILES: [CH:1](NC(C)C)([CH3:3])[CH3:2].C([Li])CCC.[C:13]1([C:19]([CH3:25])=[CH:20][CH2:21][C:22]([OH:24])=[O:23])[CH:18]=[CH:17][CH:16]=[CH:15][CH:14]=1.C(I)(C)C>C1COCC1.CCCCCC.O>[CH:1]([CH:21]([CH:20]=[C:19]([C:13]1[CH:18]=[CH:17][CH:16]=[CH:15][CH:14]=1)[CH3:25])[C:22]([OH:24])=[O:23])([CH3:3])[CH3:2]. Procedure details: To 3.2 ml (23 mmole) diisopropylamine in 15 ml THF at 0° under nitrogen is added 14.4 ml (23 mmole) 1.6 M n-butyllithium. The reaction is warmed to RT over 2 hr and cooled to 0°, and 2.0 g (11.4 mmole) 4-phenyl-3-pentenoic acid in several ml of THF is added. After 1.5 hr at about 10°, 1.16 ml (11.6 mmole) isopropyl iodide is added and the reaction stirred about 60 hours. The reaction is poured into water and hexane. The aqueous phase is acidified and extracted with ether. The ether extracts are ...